Dataset: the Open Reaction Database (ORD), a public repository of structured organic reaction records. Task: describe an organic reaction: reactants, conditions, products, and yield As a reaction SMILES: [CH:1]([CH3:2])([CH3:3])[NH:4][CH2:5][CH:6]1[O:7][CH2:8][CH2:9][O:10]1.[Cl:17][CH2:18][C:19](=[O:20])[Cl:21].[Na+:11].[Na+:12].[O-:13][C:14](=[O:15])[O-:16].[OH2:22]>>[CH:1]([CH3:2])([CH3:3])[N:4]([CH2:5][CH:6]1[O:7][CH2:8][CH2:9][O:10]1)[C:19]([CH2:18][Cl:17])=[O:20]. Starting materials: CC(C)NCC1OCCO1, O=C(Cl)CCl, [Na+], [Na+], O=C([O-])[O-], O. Yields the product CC(C)N(CC1OCCO1)C(=O)CCl. Starting materials: NC1=C(C=C(C=C1)[N+](=O)[O-])NC(CC1=CC=C(C=C1)OCC)=O (N-(2-Amino-5-nitro-phenyl)-2-(4-ethoxy-phenyl)-acetamide), P(Cl)(Cl)(Cl)(Cl)Cl (Phosphorous pentachloride). Reaction SMILES: [NH2:1][C:2]1[CH:7]=[CH:6][C:5]([N+:8]([O-:10])=[O:9])=[CH:4][C:3]=1[NH:11][C:12](=O)[CH2:13][C:14]1[CH:19]=[CH:18][C:17]([O:20][CH2:21][CH3:22])=[CH:16][CH:15]=1.P(Cl)(Cl)(Cl)(Cl)Cl>C(Cl)(Cl)Cl.O.[OH-].[NH4+]>[CH2:21]([O:20][C:17]1[CH:18]=[CH:19][C:14]([CH2:13][C:12]2[NH:1][C:2]3[CH:7]=[CH:6][C:5]([N+:8]([O-:10])=[O:9])=[CH:4][C:3]=3[N:11]=2)=[CH:15][CH:16]=1)[CH3:22] |f:4.5|. Yields the product residue 42, C(C)OC1=CC=C(CC2=NC3=C(N2)C=CC(=C3)[N+](=O)[O-])C=C1 (2-(4-Ethoxy-benzyl)-5-nitro-1H-benzimidazole). Run in C(Cl)(Cl)Cl (chloroform), O (H2O), C(Cl)(Cl)Cl (chloroform), [OH-].[NH4+] (ammonium hydroxide). Procedure details: N-(2-Amino-5-nitro-phenyl)-2-(4-ethoxy-phenyl)-acetamide 41 (590 mg, 1.871 mmol), Phosphorous pentachloride (390 mg, 1.871 mmol) were dissolved in anhydrous chloroform (20 mL) in a small, argon purged flask fitted with an condenser and magnetic stirbar. The solution was heated to reflux in an oil bath for 4 hours and cooled to room temperature overnight. The mixture was diluted with H2O and chloroform and 2M ammonium hydroxide solution added to adjust pH to 9-10. The mixture was transferred to a...